From a dataset of the Open Reaction Database (ORD), a public repository of structured organic reaction records. describe an organic reaction: reactants, conditions, products, and yield Starting materials: C(C)NC1=C(C=CC(=C1)N1CCN(CC1)C)[N+](=O)[O-] (N-Ethyl-5-(4-methyl-1-piperazinyl)-2-nitroaniline), NC1=C(C=C(C=C1)N1CCN(CC1)C(=O)OC(C)(C)C)NCC (tert-butyl 4-[4-amino-3-(ethylamino)phenyl]-1-piperazinecarboxylate). Reagents/catalysts: [Ni] (Ni). The product is CCNC=1C(=CC(=CC1)N1CCN(CC1)C)N (N-2-ethyl-4-(4-methyl-1-piperazinyl)-1,2-benzenediamine). The yield is 90.0%. RXN SMILES: C([NH:3][C:4]1[CH:9]=[C:8]([N:10]2[CH2:15][CH2:14][N:13]([CH3:16])[CH2:12][CH2:11]2)[CH:7]=[CH:6][C:5]=1[N+:17]([O-])=O)C.N[C:21]1C=CC(N2CCN(C(OC(C)(C)C)=O)CC2)=C[C:22]=1NCC>[Ni]>[CH3:21][CH2:22][NH:17][C:5]1[C:4]([NH2:3])=[CH:9][C:8]([N:10]2[CH2:11][CH2:12][N:13]([CH3:16])[CH2:14][CH2:15]2)=[CH:7][CH:6]=1. Procedure details: N-Ethyl-5-(4-methyl-1-piperazinyl)-2-nitroaniline was reduced with Raney-Ni as described previously for the synthesis of tert-butyl 4-[4-amino-3-(ethylamino)phenyl]-1-piperazinecarboxylate to give N-2-ethyl-4-(4-methyl-1-piperazinyl)-1,2-benzenediamine (yield >90%) as a red oil. The product is very sensitive to oxidation and was therefore used immediately in the next reaction step. HPLC purity >90%; MS (posEI) m/z=234 (M+); Run at temperature 70 celsius, time 1 hour. RXN SMILES: Br[CH2:2][C:3]1[CH:8]=[CH:7][C:6]([CH2:9][C:10]([OH:12])=O)=[CH:5][CH:4]=1.[NH3:13].CCO>>[NH2:13][CH2:2][C:3]1[CH:8]=[CH:7][C:6]([CH2:9][CH2:10][OH:12])=[CH:5][CH:4]=1 |f:1.2|. Procedure details: To a stirred solution of NH3/EtOH (170 mL) was added (4-Bromomethyl-phenyl)-acetic acid (1.61 g, 7.01 mmol). The resultant solution was stirred at room temperature for 2 h. The mixture was concentrated in vacuo, and redissolved with anhydrous THF (10 mL). To the solution, BH3.Me2S was added, and the mixture was stirred for 1 h at 70° C., and at room temperature for 2 d. The reaction was concentrated in vacuo, 6 N HCl (10 mL) was added, and the mixture was stirred at 70° C. for 1 h. Water (20 mL)... Isolated yield 77.0%. The reactants are BrCC1=CC=C(C=C1)CC(=O)O ((4-Bromomethyl-phenyl)-acetic acid), N.CCO (NH3 EtOH), resultant solution. The product is NCC1=CC=C(C=C1)CCO (2-(4-Aminomethyl-phenyl)ethanol). Starting materials: [C@@H]1([C@H](O)[C@H](O)[C@@H](CO)O1)N1C=NC=2C(O)=NC=NC12 (inosine), [C@@H]1([C@H](O)[C@H](O)[C@@H](CO)O1)N1C=NC=2C(O)=NC=NC12 (inosine), [C@@H]1(C=C[C@@H](CO)O1)N1C=NC=2C(O)=NC=NC12 (2',3'-didehydro-2',3'-dideoxyinosine), thionocarbonate, P(OCC)(OCC)OCC (triethyl phosphite). Yields the product [C@@H]1(CC[C@@H](CO)O1)N1C=NC=2C(O)=NC=NC12 (2',3'-dideoxyinosine). Yield: 78.0%. As a reaction SMILES: [C@@H:1]1([N:10]2[C:19]3[N:18]=[CH:17][N:16]=[C:14]([OH:15])[C:13]=3[N:12]=[CH:11]2)[O:9][C@H:6]([CH2:7][OH:8])[C@@H:4](O)[C@H:2]1O.P(OCC)(OCC)OCC.[C@@H]1(N2C3N=CN=C(O)C=3N=C2)O[C@H](CO)C=C1>>[C@@H:1]1([N:10]2[C:19]3[N:18]=[CH:17][N:16]=[C:14]([OH:15])[C:13]=3[N:12]=[CH:11]2)[O:9][C@H:6]([CH2:7][OH:8])[CH2:4][CH2:2]1. Reported procedure: FIG. 3 is an illustration of Scheme 2 according to the present invention for the synthesis of 2',3'-dideoxyinosine In the case of inosine, the dialkyl xanthate (19) was prepared using β-bromopropionitrile instead of methyl iodide in order to avoid N-methylation as observed in uridine when methyl iodide was employed as the alkylating agent (Scheme 5). The 5'-O-t-butyldimethylsilyl inosine 18 was treated with carbon disulfide in the presence of sodium hydroxide and alkylated in situ with bromoprop... Reactants: C1=NC2=C(N1COCCO)NC(=NC2=O)N (acic), C1=CC(=CC=2C3=CC=CC=C3C=CC12)C(C)=NO (1-(3-phenanthryl)ethanone oxime), water ice. Conditions: temperature 100 celsius, time 2 hour. The product is C1=CC(=CC=2C3=CC=CC=C3C=CC12)N (3-phenanthrylamine). Yield: 92.4%. As a reaction SMILES: C1N(COCCO)[C:4]2NC(N)=[N:13][C:14](=O)[C:3]=2N=1.[CH:17]1[C:30]2C=CC3[C:22](=[CH:23][CH:24]=[CH:25][CH:26]=3)[C:21]=2[CH:20]=[C:19](C(=NO)C)[CH:18]=1>>[CH:25]1[C:24]2[CH:23]=[CH:22][C:21]3[C:30](=[CH:17][CH:18]=[CH:19][CH:20]=3)[C:4]=2[CH:3]=[C:14]([NH2:13])[CH:26]=1. Procedure details: To 385 g of polyphosphoric acic at 100° C. was added 32 g (0.14 mol) of 1-(3-phenanthryl)ethanone oxime from Step 1 over 30 minutes. The mixture was stirred at 100° C. for 2 hrs, cooled down to room temperature followed by the addition of water/ice. Stirred 30 minutes, filtered and washed with water. This white solid was then placed in 500 mL of methanol and 40 mL of concentrated HCl. The reaction was refluxed overnight, cooled down to room temperature and concentrated down. A mixture of ethyl a... Starting materials: O=C1CN(CC1C1=CC=CC=C1)C(=O)OCC1=CC=CC=C1 (benzyl 3-oxo-4-phenylpyrrolidine-1-carboxylate), CCC([BH-](C(CC)C)C(CC)C)C.[Li+] (L-Selectride). Solvent: O1CCCC1 (tetrahydrofuran), O1CCCC1 (tetrahydrofuran). The product is OC1CN(CC1C1=CC=CC=C1)C(=O)OCC1=CC=CC=C1 (benzyl 3-hydroxy-4-phenylpyrrolidine-1-carboxylate). Yield: 60.1%. As a reaction SMILES: [O:1]=[C:2]1[CH:6]([C:7]2[CH:12]=[CH:11][CH:10]=[CH:9][CH:8]=2)[CH2:5][N:4]([C:13]([O:15][CH2:16][C:17]2[CH:22]=[CH:21][CH:20]=[CH:19][CH:18]=2)=[O:14])[CH2:3]1.CCC(C)[BH-](C(C)CC)C(C)CC.[Li+]>O1CCCC1>[OH:1][CH:2]1[CH:6]([C:7]2[CH:8]=[CH:9][CH:10]=[CH:11][CH:12]=2)[CH2:5][N:4]([C:13]([O:15][CH2:16][C:17]2[CH:22]=[CH:21][CH:20]=[CH:19][CH:18]=2)=[O:14])[CH2:3]1 |f:1.2|. Procedure details: To a solution of benzyl 3-oxo-4-phenylpyrrolidine-1-carboxylate (200 mg, 0.0007 mol) in tetrahydrofuran (2.0 mL, 0.025 mol) under a N2 atmosphere at −78° C. was added L-Selectride® in tetrahydrofuran (1M, 4.1 mL) with stirring. The mixture was stirred at this temperature for 1.5 hours. LCMS indicated that the starting material was consumed and the reaction was quenched with water. The solution was adjusted to pH ˜6 to 7 and was extracted with EtOAc. The organic extract was washed with brine, dri...